From a dataset of the Open Reaction Database (ORD), a public repository of structured organic reaction records. describe an organic reaction: reactants, conditions, products, and yield Starting materials: C(CCl)Cl (EDC), NC1=CC=C(C=N1)C=CC(=O)O (3-(6-aminopyridin-3-yl)acrylic acid), C(C)N1C(=CC2=CC=CC=C12)CNC (1-ethyl-2-(methylaminomethyl)-1H-indole), C=1C=CC2=C(C1)N=NN2O (HOBt), O (H2O), C(C)(C)N(CC)C(C)C (diisopropylethylamine). Solvent: CN(C)C=O (DMF). Reaction conditions: time 8 hour. Yields the product NC1=CC=C(C=N1)/C=C/C(=O)N(C)CC=1N(C2=CC=CC=C2C1)CC ((E)-3-(6-aminopyridin-3-yl)-N-(1-ethyl-1H-indol-2-ylmethyl)-N-methylacrylamide). Isolated yield 30.1%. As a reaction SMILES: C(Cl)CCl.[NH2:5][C:6]1[N:11]=[CH:10][C:9]([CH:12]=[CH:13][C:14]([OH:16])=O)=[CH:8][CH:7]=1.[CH2:17]([N:19]1[C:27]2[C:22](=[CH:23][CH:24]=[CH:25][CH:26]=2)[CH:21]=[C:20]1[CH2:28][NH:29][CH3:30])[CH3:18].C1C=CC2N(O)N=NC=2C=1.O.C(N(C(C)C)CC)(C)C>CN(C=O)C>[NH2:5][C:6]1[N:11]=[CH:10][C:9](/[CH:12]=[CH:13]/[C:14]([N:29]([CH2:28][C:20]2[N:19]([CH2:17][CH3:18])[C:27]3[C:22]([CH:21]=2)=[CH:23][CH:24]=[CH:25][CH:26]=3)[CH3:30])=[O:16])=[CH:8][CH:7]=1. Reported procedure: EDC (0.84 g, 4.38 mmole) was added to a solution of 3-(6-aminopyridin-3-yl)acrylic acid (0.72 g, 4.38 mmole), 1-ethyl-2-(methylaminomethyl)-1H-indole (0.75 g, 3.98 mmole), HOBt.H2O (0.59 g, 4.38 mmole) and diisopropylethylamine (1.40 mL, 7.96 mmole) in DMF (30 mL) at RT. The reaction was stirred overnight, then was concentrated in vacuo. The residue was diluted with water and extracted with ethyl acetate. The combined organic extracts were washed with brine and dried over Na2SO4. Flash chromatog... The reactants are CNC(C1=C(C=C(C=C1)OC)C)=O (n-methyl-4-methoxy-2-methylbenzamide), FC(C1=CC=C(C#N)C=C1)(F)F (4-trifluoromethylbenzonitrile), P(=O)(Cl)(Cl)Cl (phosphorus oxychloride). Product: Cl.Cl.ClC1=NC(=CC2=CC(=CC=C12)OC)C1=CC=C(C=C1)C(F)(F)F (1-chloro-6-methoxy-3-(4-trifluoromethylphenyl)isoquinoline dihydrochloride). Reaction SMILES: [CH3:1][NH:2][C:3](=O)[C:4]1[CH:9]=[CH:8][C:7]([O:10][CH3:11])=[CH:6][C:5]=1[CH3:12].[F:14][C:15]([F:25])([F:24])[C:16]1[CH:23]=[CH:22][C:19](C#N)=[CH:18][CH:17]=1.P(Cl)(Cl)([Cl:28])=O>>[ClH:28].[ClH:28].[Cl:28][C:3]1[C:4]2[C:5](=[CH:6][C:7]([O:10][CH3:11])=[CH:8][CH:9]=2)[CH:12]=[C:1]([C:19]2[CH:22]=[CH:23][C:16]([C:15]([F:25])([F:24])[F:14])=[CH:17][CH:18]=2)[N:2]=1 |f:3.4.5|. Procedure: 6-Methoxy-3-(4-trifluoromethylphenyl)isoquinolin-1-one obtained by reacting n-methyl-4-methoxy-2-methylbenzamide (1.0 g) and 4-trifluoromethylbenzonitrile (0.96 g) according to Example 10-1 was reacted with phosphorus oxychloride (10 ml) according to Example 10-2, to give 1-chloro-6-methoxy-3-(4-trifluoromethylphenyl)isoquinoline dihydrochloride. Starting materials: C(N)([O-])=O (carbamate), CC(C)(C)[O-].[K+] (t-BuOK), ClC[C@H](CO)O ((S)-3-chloro-1,2-propanediol), BrC1=C(C=C(C=C1)NC(OCC(C)C)=O)F (2-Methylpropyl (4-bromo-3-fluorophenyl)carbamate), lithium t-amylate, BrC1=C(C=C(C=C1)NC(OCC(C)C)=O)F (2-Methylpropyl (4-bromo-3-fluorophenyl)carbamate). Run in O (water), C1CCOC1 (THF), CC(=O)O (AcOH), CCCCCC (Hexane), CCOC(=O)C (EtOAc), C1CCOC1 (THF), C1CCOC1 (THF). The product is BrC1=C(C=C(C=C1)N1C(O[C@H](C1)CO)=O)F ((5R)-3-(4-bromo-3-fluorophenyl)-5-(hydroxymethyl)-1,3-oxazolidin-2-one). Yield: 86.7%. Reaction SMILES: [Br:1][C:2]1[CH:7]=[CH:6][C:5]([NH:8][C:9](=O)[O:10]CC(C)C)=[CH:4][C:3]=1[F:16].Cl[CH2:18][C@@H:19]([OH:22])[CH2:20][OH:21].CC([O-])(C)C.[K+].C(=O)([O-])N>C1COCC1.CCOC(C)=O.CCCCCC.O.CC(O)=O>[Br:1][C:2]1[CH:7]=[CH:6][C:5]([N:8]2[CH2:18][C@H:19]([CH2:20][OH:21])[O:22][C:9]2=[O:10])=[CH:4][C:3]=1[F:16] |f:2.3|. Procedure details: To a solution of 1056 g (3.64 mol) of 2-Methylpropyl (4-bromo-3-fluorophenyl)carbamate in 6.65 L of THF cooled to −15° C. in a 22 L round bottom flask was added a solution of 428 g (4.55 mol, 1.25 equiv.) of lithium t-amylate over 10 min via an addition funnel, maintaining −15° to −12° C. In a separate 5 L flask, a solution of 438 g (4.37 mol, 1.20 equiv.) of (S)-3-chloro-1,2-propanediol in 1.75 L of THF was cooled to −25° C. and treated with a 20% t-BuOK solution in THF (2645 mL, 4.29 mol, 1.18... The reactants are N1=C(C=CC=C1C)C (2,6-lutidine), BrCC1=C(C=CC=C1)CO (2-(Bromomethyl)benzenemethanol), FC(S(=O)(=O)O[Si](C)(C)C(C)(C)C)(F)F (tert-butyldimethylsilyl trifluoromethanesulfonate). Run in C(Cl)Cl (CH2Cl2). Conditions: temperature 0 celsius, time 45 minute. The product is BrCC1=C(C=CC=C1)CO[Si](C)(C)C(C)(C)C (1-(Bromomethyl)-2-[[[(1,1-dimethylethyl)dimethylsilyl]oxy]methyl]benzene). Yield: 88.1%. RXN SMILES: [Br:1][CH2:2][C:3]1[CH:8]=[CH:7][CH:6]=[CH:5][C:4]=1[CH2:9][OH:10].N1C(C)=CC=CC=1C.FC(F)(F)S(O[Si:25]([C:28]([CH3:31])([CH3:30])[CH3:29])([CH3:27])[CH3:26])(=O)=O>C(Cl)Cl>[Br:1][CH2:2][C:3]1[CH:8]=[CH:7][CH:6]=[CH:5][C:4]=1[CH2:9][O:10][Si:25]([C:28]([CH3:31])([CH3:30])[CH3:29])([CH3:27])[CH3:26]. Procedure: To a solution of the title compound of step (A) (10 g, 50 mmol) in CH2Cl2 (80 ml) cooled at 0° C. was added 2,6-lutidine (7.57 mL, 65 mmol), followed by dropwise addition of tert-butyldimethylsilyl trifluoromethanesulfonate (14.92 mL, 65 mmol). The reaction mixture was stirred at 0° C. for 45 minutes, then quenched with H2O (20 mL) and partitioned between EtOAc (450 mL) and H2O (150 mL). The organic layer was separated and washed with 10% NaHCO3 solution, brine (2×), dried (MgSO4) and concentrat... As a reaction SMILES: Br[C:2]1[CH:7]=[CH:6][CH:5]=[CH:4][C:3]=1[S:8]([N:11]1[CH2:16][CH2:15][NH:14][C:13](=[O:17])[CH2:12]1)(=[O:10])=[O:9].[NH2:18][C:19]1[C:20]([C:41]#[N:42])=[N:21][C:22]([C:25]2[CH:30]=[CH:29][C:28](B3OC(C)(C)C(C)(C)O3)=[CH:27][C:26]=2[F:40])=[CH:23][N:24]=1>>[NH2:18][C:19]1[C:20]([C:41]#[N:42])=[N:21][C:22]([C:25]2[CH:30]=[CH:29][C:28]([C:2]3[CH:7]=[CH:6][CH:5]=[CH:4][C:3]=3[S:8]([N:11]3[CH2:16][CH2:15][NH:14][C:13](=[O:17])[CH2:12]3)(=[O:10])=[O:9])=[CH:27][C:26]=2[F:40])=[CH:23][N:24]=1. Product: NC=1C(=NC(=CN1)C1=C(C=C(C=C1)C1=C(C=CC=C1)S(=O)(=O)N1CC(NCC1)=O)F)C#N (3-Amino-6-{3-fluoro-2′-[(3-oxopiperazin-1-yl)sulfonyl]biphenyl-4-yl}pyrazine-2-carbonitrile). Starting materials: BrC1=C(C=CC=C1)S(=O)(=O)N1CC(NCC1)=O (4-((2-bromophenyl)sulfonyl)piperazin-2-one), NC=1C(=NC(=CN1)C1=C(C=C(C=C1)B1OC(C(O1)(C)C)(C)C)F)C#N (3-amino-6-(2-fluoro-4-(4,4,5,5-tetramethyl-1,3,2-dioxaborolan-2-yl)phenyl)pyrazine-2-carbonitrile). Procedure details: The title compound was prepared in a manner similar to that described in Example 88 using 4-((2-bromophenyl)sulfonyl)piperazin-2-one and 3-amino-6-(2-fluoro-4-(4,4,5,5-tetramethyl-1,3,2-dioxaborolan-2-yl)phenyl)pyrazine-2-carbonitrile. MS (ESI): mass calcd. for C21H17FN6O3S, 452.11; m/z found, 453.0 [M+H]+. 1H NMR (500 MHz, CD3OD) δ 8.65 (d, J=2.1, 1H), 8.05 (dd, J=8.1, 1.3, 1H), 7.85 (m, 1H), 7.65 (m, 1H), 7.55 (m, 1H), 7.36 (dd, J=7.6, 1.3, 1H), 7.26-7.17 (m, 2H), 3.29 (s, 2H), 3.04 (s, 4H). Reactants: NC1=NC(=C(C(=C1C#N)C1=CC2=C(OCCO2)C=C1)C#N)SC1=CC=CC=C1 (2-amino-4-(2,3-dihydro-1,4-benzodioxin-6-yl)-6-(phenyl-sulfanyl)-3,5-pyridinedicarbonitrile), N1=CC(=CC=C1)CN (3-picolylamine), CN(C)C=O (DMF), N1=CC(=CC=C1)CN (3-picolylamine). Run at temperature 100 celsius, time 3 hour. Product: NC1=NC(=C(C(=C1C#N)C1=CC2=C(OCCO2)C=C1)C#N)NCC=1C=NC=CC1 (2-Amino-4-(2,3-dihydro-1,4-benzodioxin-6-yl)-6-[(3-pyridinylmethyl)amino]-3,5-pyridinedicarbonitrile). As a reaction SMILES: [NH2:1][C:2]1[C:7]([C:8]#[N:9])=[C:6]([C:10]2[CH:19]=[CH:18][C:13]3[O:14][CH2:15][CH2:16][O:17][C:12]=3[CH:11]=2)[C:5]([C:20]#[N:21])=[C:4](SC2C=CC=CC=2)[N:3]=1.[N:29]1[CH:34]=[CH:33][CH:32]=[C:31]([CH2:35]N)[CH:30]=1.C[N:38](C=O)C>>[NH2:38][C:4]1[C:5]([C:20]#[N:21])=[C:6]([C:10]2[CH:19]=[CH:18][C:13]3[O:14][CH2:15][CH2:16][O:17][C:12]=3[CH:11]=2)[C:7]([C:8]#[N:9])=[C:2]([NH:1][CH2:35][C:31]2[CH:30]=[N:29][CH:34]=[CH:33][CH:32]=2)[N:3]=1. Reported procedure: 100 mg (0.26 mmol) of 2-amino-4-(2,3-dihydro-1,4-benzodioxin-6-yl)-6-(phenyl-sulfanyl)-3,5-pyridinedicarbonitrile and 56 mg (0.52 mmol) of 3-picolylamine in 8 ml of DMF are heated at 100° C. After 3 hours, another 224 mg (2.08 mmol) of 3-picolylamine are added, and the mixture is heated at 100° C. for another 4 hours. After dilution with water, the mixture is extracted three times with ethyl acetate. The combined organic phases are washed with saturated sodium chloride solution, dried over magne... Starting materials: [Br-], [Br-], C1CCOC1, [Li]CCCC, COc1ccc([Mg+])cc1, ClP(Cl)c1ccccc1, c1cc2ccc3cccc4ccc(c1)c2c34. Product: COc1ccc(P(c2ccccc2)c2ccc3ccc4cccc5ccc2c3c45)cc1. As a reaction SMILES: [Br-:1].[Br-:32].[CH2:42]1[O:43][CH2:44][CH2:45][CH2:46]1.[CH3:18][CH2:19][CH2:20][CH2:21][Li:22].[CH3:33][O:34][c:35]1[cH:36][cH:37][c:38]([Mg+:41])[cH:39][cH:40]1.[Cl:23][P:24]([c:25]1[cH:26][cH:27][cH:28][cH:29][cH:30]1)[Cl:31].[cH:2]1[cH:3][cH:4][c:5]2[cH:6][cH:7][c:8]3[cH:9][cH:10][cH:11][c:12]4[cH:13][cH:14][c:15]1[c:16]2[c:17]34>>[cH:2]1[cH:3][cH:4][c:5]2[cH:6][cH:7][c:8]3[c:9]([P:24]([c:25]4[cH:26][cH:27][cH:28][cH:29][cH:30]4)[c:38]4[cH:37][cH:36][c:35]([O:34][CH3:33])[cH:40][cH:39]4)[cH:10][cH:11][c:12]4[cH:13][cH:14][c:15]1[c:16]2[c:17]34.